Dataset: the Open Reaction Database (ORD), a public repository of structured organic reaction records. Task: describe an organic reaction: reactants, conditions, products, and yield The reactants are Cc1cn(-c2ccc(C=CC(=O)O)cc2C#N)cn1, ClCCCl, Cl, CN(C)C=O, On1nnc2ccccc21, NCc1cccc(-c2ccccc2)c1. Yields the product Cc1cn(-c2ccc(C=CC(=O)NCc3cccc(-c4ccccc4)c3)cc2C#N)cn1. Reaction SMILES: [C:6](#[N:7])[c:8]1[cH:9][c:10]([CH:20]=[CH:21][C:22](=[O:23])[OH:24])[cH:11][cH:12][c:13]1-[n:14]1[cH:15][n:16][c:17]([CH3:19])[cH:18]1.[CH2:50]([Cl:51])[CH2:52][Cl:53].[ClH:25].[O:1]=[CH:2][N:3]([CH3:4])[CH3:5].[OH:40][n:41]1[c:42]2[c:43]([cH:44][cH:45][cH:46][cH:47]2)[n:48][n:49]1.[c:26]1(-[c:32]2[cH:33][c:34]([CH2:35][NH2:36])[cH:37][cH:38][cH:39]2)[cH:27][cH:28][cH:29][cH:30][cH:31]1>>[C:6](#[N:7])[c:8]1[cH:9][c:10]([CH:20]=[CH:21][C:22](=[O:24])[NH:36][CH2:35][c:34]2[cH:33][c:32](-[c:26]3[cH:27][cH:28][cH:29][cH:30][cH:31]3)[cH:39][cH:38][cH:37]2)[cH:11][cH:12][c:13]1-[n:14]1[cH:15][n:16][c:17]([CH3:19])[cH:18]1. Starting materials: [Zr] (zirconium), C(C=C)(=O)O (acrylic acid), resultant product. Run at temperature 35 celsius. Product: C(C=C)(=O)[O-].C(C=C)(=O)[O-].C(C=C)(=O)[O-].C(C=C)(=O)[O-].[Zr+4] (Zirconium Tetra-acrylate). Reaction SMILES: [Zr:1].[C:2]([OH:6])(=[O:5])[CH:3]=[CH2:4]>>[C:2]([O-:6])(=[O:5])[CH:3]=[CH2:4].[C:2]([O-:6])(=[O:5])[CH:3]=[CH2:4].[C:2]([O-:6])(=[O:5])[CH:3]=[CH2:4].[C:2]([O-:6])(=[O:5])[CH:3]=[CH2:4].[Zr+4:1] |f:2.3.4.5.6|. Procedure details: Into the flask described hereinabove there were placed 1,021.3 g of zirconium tetrabutylate to which 767.5 grams of acrylic acid were added during 8 minutes at room temperature (25° C.). The procedure was as set forth hereinabove. Owing to the reaction heat, the temperature increased to 35° C. The resultant product was a white, solid substance. The rotary evaporator heating then was switched on and gradually heated to 90° C. At the same time the vacuum was gradually adjusted to 20 mbar. The buta... Starting materials: ClC1=CC=CC(=N1)C (6-chloro-2-methylpyridine), C1(CCCCC1)=O (cyclohexanone), OOS(=O)[O-].[K+] (Oxone), S(=O)(=O)(O[O-])[O-].[K+].[K+] (potassium peroxymonosulfate), OOS(=O)[O-].[K+] (Oxone). The solvent is C1CCOC1 (THF), O (water). Run at time 24 hour. The product is ClC1=CC=CC(=[N+]1[O-])C (6-chloro-2-methylpyridine-N-oxide). RXN SMILES: [Cl:1][C:2]1[N:7]=[C:6]([CH3:8])[CH:5]=[CH:4][CH:3]=1.C1(=[O:15])CCCCC1.OOS([O-])=O.[K+].S([O-])(O[O-])(=O)=O.[K+].[K+]>O.C1COCC1>[Cl:1][C:2]1[N+:7]([O-:15])=[C:6]([CH3:8])[CH:5]=[CH:4][CH:3]=1 |f:2.3,4.5.6|. Reported procedure: To a solution of 6-chloro-2-methylpyridine (49.04 g; 384 mmol) in 500 mL pH 8 buffer and 300 mL THF was added cyclohexanone (3.77 g; 38.4 mmol) and Oxone® (potassium peroxymonosulfate) (236.3 g; 384 mmol). After stirring for three days an additional portion of Oxone® (236.3 g; 384 mmol) was added and the reaction was stirred for 24 hours. The reaction was diluted with water and extracted with ethyl acetate. The combined extracts were dried over magnesium sulfate and concentrated. The 6-chloro-2-... The reactants are mercuric chloride, ClC1=C(CN)C=CC=C1 (2-chloro-benzylamine), S1C(=S)NC(=O)C1 (Rhodanine), CCN(C(C)C)C(C)C (DIPEA). Solvent: C(C)#N (acetonitrile). Conditions: temperature 0 celsius, time 3 day. Yields the product ClC1=C(CNC=2SCC(N2)=O)C=CC=C1 (2-(2-chloro-benzylamino)-thiazol-4-one). The yield is 10.4%. As a reaction SMILES: [Cl:1][C:2]1[CH:9]=[CH:8][CH:7]=[CH:6][C:3]=1[CH2:4][NH2:5].[S:10]1[CH2:16][C:14](=[O:15])[NH:13][C:11]1=S.CCN(C(C)C)C(C)C>C(#N)C>[Cl:1][C:2]1[CH:9]=[CH:8][CH:7]=[CH:6][C:3]=1[CH2:4][NH:5][C:11]1[S:10][CH2:16][C:14](=[O:15])[N:13]=1. Procedure: To a suspension of 2-chloro-benzylamine (7.88 g, 55 mmol) and Rhodanine (6.65 g, 50 mmol) in acetonitrile (150 mL) was added DIPEA (19.15 mL, 110 mmol) at room temperature. Then, this solution was cooled to 0° C. and mercuric chloride (13.5 g, 50 mmol) was added in three portions within a period of 15 min. After addition, the suspension was allowed to warm to room temperature and stirred for 3 days. The resulting black solids were filtered through a plug of celite and washed with dichloromethane... The reactants are COC=1C=C(C=CC1)C1(C(CCCC1)=O)CCC (2-(3-Methoxy-phenyl)-2-propyl-cyclohexanone), C(C)(C)(C)OC(N(C)C)N(C)C (tert.-butoxy-bis-(dimethylamino)-methane). Product: CN(C=C1CCCC(C1=O)(CCC)C1=CC(=CC=C1)OC)C (6-[1-Dimethylamino-methylidene]-2-(3-methoxy-phenyl)-2-propyl-cyclohexanone). RXN SMILES: [CH3:1][O:2][C:3]1[CH:4]=[C:5]([C:9]2([CH2:16][CH2:17][CH3:18])[CH2:14][CH2:13][CH2:12][CH2:11][C:10]2=[O:15])[CH:6]=[CH:7][CH:8]=1.C(O[CH:24](N(C)C)[N:25]([CH3:27])[CH3:26])(C)(C)C>>[CH3:24][N:25]([CH3:27])[CH:26]=[C:11]1[C:10](=[O:15])[C:9]([C:5]2[CH:6]=[CH:7][CH:8]=[C:3]([O:2][CH3:1])[CH:4]=2)([CH2:16][CH2:17][CH3:18])[CH2:14][CH2:13][CH2:12]1. Procedure: 2-(3-Methoxy-phenyl)-2-propyl-cyclohexanone (101 mg, 0.41 mmol) was reacted with tert.-butoxy-bis-(dimethylamino)-methane using in analogous manner the procedure described in example 45a) to give crude title compound (124 mg) as red oil which was used directly in the next step. MS ISP (m/e): 302.1 [(M+H)+]. The reactants are CC(=O)NCC1CN(c2ccc(NC3CCN(C(=O)OC(C)(C)C)C3)c(F)c2)C(=O)O1, CCOC(=O)C1CN(Cc2ccccc2)CC1CNC(=O)OC(C)(C)C, C1CCOC1, [Li+], [OH-], O, O. Product: CC(C)(C)OC(=O)NCC1CN(Cc2ccccc2)CC1C(=O)O. As a reaction SMILES: [C:1]([O:2][C:3]([N:4]1[CH2:5][CH2:6][CH:7]([NH:8][c:9]2[cH:10][cH:11][c:12]([N:13]3[CH2:14][CH:15]([CH2:16][NH:17][C:18](=[O:19])[CH3:20])[O:21][C:22]3=[O:23])[cH:24][c:25]2[F:26])[CH2:27]1)=[O:28])([CH3:29])([CH3:30])[CH3:31].[CH2:32]([CH3:33])[O:34][C:35](=[O:36])[CH:37]1[CH2:38][N:39]([CH2:51][c:52]2[cH:53][cH:54][cH:55][cH:56][cH:57]2)[CH2:40][CH:41]1[CH2:42][NH:43][C:44](=[O:45])[O:46][C:47]([CH3:48])([CH3:49])[CH3:50].[CH2:62]1[O:63][CH2:64][CH2:65][CH2:66]1.[Li+:60].[OH-:59].[OH2:58].[OH2:61]>>[O:34]=[C:35]([OH:36])[CH:37]1[CH2:38][N:39]([CH2:51][c:52]2[cH:53][cH:54][cH:55][cH:56][cH:57]2)[CH2:40][CH:41]1[CH2:42][NH:43][C:44](=[O:45])[O:46][C:47]([CH3:48])([CH3:49])[CH3:50].